From a dataset of the Open Reaction Database (ORD), a public repository of structured organic reaction records. describe an organic reaction: reactants, conditions, products, and yield The reactants are BrCC=1C=C(C#N)C=CC1 (3-(bromomethyl)benzonitrile), CNCC(CO)O (3-(methylamino)-1,2-propanediol). The product is OC(CN(C)CC=1C=C(C#N)C=CC1)CO (3-{[(2,3-dihydroxypropyl)(methyl)amino]methyl}benzonitrile), oil. Isolated yield 82.0%. RXN SMILES: Br[CH2:2][C:3]1[CH:4]=[C:5]([CH:8]=[CH:9][CH:10]=1)[C:6]#[N:7].[CH3:11][NH:12][CH2:13][CH:14]([OH:17])[CH2:15][OH:16]>>[OH:17][CH:14]([CH2:15][OH:16])[CH2:13][N:12]([CH2:2][C:3]1[CH:4]=[C:5]([CH:8]=[CH:9][CH:10]=1)[C:6]#[N:7])[CH3:11]. Procedure: The title compound was prepared following the general procedure 10, starting from 3-(bromomethyl)benzonitrile and 3-(methylamino)-1,2-propanediol. It was isolated as a colorless oil (920 mg, 82%). LC/MS (Method B): 221.1 (M+H)+. Reactants: OCCCN1C=C(C2=CC=C(C=C12)OC)C=1C(NC(C1C=1C=CC=C2C=CN(C12)C)=O)=O (3-[1-(3-hydroxypropyl)-6-methoxy-1H-indol-3-yl]-4-(1-methyl-1H-indol-7-yl)-pyrrole-2,5-dione), CN(C)C=O (DMF), C1=CC=C(C=C1)P(C2=CC=CC=C2)C3=CC=CC=C3 (PPh3), C(Br)(Br)(Br)Br (CBr4). Solvent: CCOC(=O)C (EtOAc), O (water). Conditions: time 1 hour. The product is EtOAc hexanes, BrCCCN1C=C(C2=CC=C(C=C12)OC)C=1C(NC(C1C=1C=CC=C2C=CN(C12)C)=O)=O (3-[1-(3-Bromopropyl)-6-methoxy-1H-indol-3-yl]-4-(1-methyl-1H-indol-7-yl)-pyrrole-2,5-dione). The yield is 69.6%. As a reaction SMILES: O[CH2:2][CH2:3][CH2:4][N:5]1[C:13]2[C:8](=[CH:9][CH:10]=[C:11]([O:14][CH3:15])[CH:12]=2)[C:7]([C:16]2[C:17](=[O:32])[NH:18][C:19](=[O:31])[C:20]=2[C:21]2[CH:22]=[CH:23][CH:24]=[C:25]3[C:29]=2[N:28]([CH3:30])[CH:27]=[CH:26]3)=[CH:6]1.CN(C=O)C.C1C=CC(P(C2C=CC=CC=2)C2C=CC=CC=2)=CC=1.C(Br)(Br)(Br)[Br:58]>CCOC(C)=O.O>[Br:58][CH2:2][CH2:3][CH2:4][N:5]1[C:13]2[C:8](=[CH:9][CH:10]=[C:11]([O:14][CH3:15])[CH:12]=2)[C:7]([C:16]2[C:17](=[O:32])[NH:18][C:19](=[O:31])[C:20]=2[C:21]2[CH:22]=[CH:23][CH:24]=[C:25]3[C:29]=2[N:28]([CH3:30])[CH:27]=[CH:26]3)=[CH:6]1. Reported procedure: To a solution of 3-[1-(3-hydroxypropyl)-6-methoxy-1H-indol-3-yl]-4-(1-methyl-1H-indol-7-yl)-pyrrole-2,5-dione (3.0 g, 7.0 mmol) in solution of DMF (300 mL) was added PPh3 (2.6 g, 10.5 mmol) and CBr4 (3.3 g, 10.5 mmol). The reaction mixture was stirred at room temperature and under nitrogen for 1 h. The reaction was monitored by TLC and was completed after 2 h. The reaction mixture was diluted with EtOAc (300 mL) and water (800 mL). The aqueous phase was extracted with EtOAc (3×300 ml). The combi... Reactants: C(C)(C)(C)C1=C(C(=CC(=C1)S)C(C)(C)C)O (2,6-di-tert-butyl-4-mercaptophenol), C(CCC)N1C(C=CC1=O)=O (N-n-butylmaleimide). Run in C(C)N(CC)CC (triethylamine). The product is C(CCC)N1C(C(CC1=O)SC1=CC(=C(C(=C1)C(C)(C)C)O)C(C)(C)C)=O (N-n-Butyl-2-(3,5-di-tert-butyl-4-hydroxyphenylthio)succinimide). As a reaction SMILES: [C:1]([C:5]1[CH:10]=[C:9]([SH:11])[CH:8]=[C:7]([C:12]([CH3:15])([CH3:14])[CH3:13])[C:6]=1[OH:16])([CH3:4])([CH3:3])[CH3:2].[CH2:17]([N:21]1[C:25](=[O:26])[CH:24]=[CH:23][C:22]1=[O:27])[CH2:18][CH2:19][CH3:20]>C(N(CC)CC)C>[CH2:17]([N:21]1[C:25](=[O:26])[CH2:24][CH:23]([S:11][C:9]2[CH:8]=[C:7]([C:12]([CH3:15])([CH3:14])[CH3:13])[C:6]([OH:16])=[C:5]([C:1]([CH3:4])([CH3:3])[CH3:2])[CH:10]=2)[C:22]1=[O:27])[CH2:18][CH2:19][CH3:20]. Procedure: The procedure of Example 1 is repeated using 11.92 grams 2,6-di-tert-butyl-4-mercaptophenol, 7.66 grams N-n-butylmaleimide, and 0.5 grams triethylamine. The residue is purified by dry column chromatography to give a white solid, m.p. 80°-85° C. Yields the product O[C@H](CN(CCCC1=CC=C(S1)C(=O)N)C[C@H](C1=CC=CC=C1)O)C1=CC=CC=C1 (5-[3-[bis-[(S)-β-hydroxyphenethyl]amino]propyl]-2-thiophenecarboxamide). Reactants: NCCCC1=CC=C(S1)C(=O)N (5-(3-aminopropyl)-2-thiophenecarboxamide), C1(=CC=CC=C1)[C@H]1CO1 ((S)-phenylethylene oxide), O (water). As a reaction SMILES: [NH2:1][CH2:2][CH2:3][CH2:4][C:5]1[S:9][C:8]([C:10]([NH2:12])=[O:11])=[CH:7][CH:6]=1.[C:13]1([C@@H:19]2[O:21][CH2:20]2)[CH:18]=[CH:17][CH:16]=[CH:15][CH:14]=1.[OH2:22]>CS(C)=O>[OH:21][C@@H:19]([C:13]1[CH:14]=[CH:15][CH:16]=[CH:17][CH:18]=1)[CH2:20][N:1]([CH2:20][C@@H:19]([OH:22])[C:13]1[CH:18]=[CH:17][CH:16]=[CH:15][CH:14]=1)[CH2:2][CH2:3][CH2:4][C:5]1[S:9][C:8]([C:10]([NH2:12])=[O:11])=[CH:7][CH:6]=1. The solvent is CS(=O)C (dimethyl sulphoxide). Reported procedure: 5 g of 5-(3-aminopropyl)-2-thiophenecarboxamide and 3.4 ml of (S)-phenylethylene oxide were stirred at 95° for 26 hours in 68 ml of dimethyl sulphoxide. The mixture was poured into 200 ml of water and extracted three times with 150 ml of methylene chloride. The methylene chloride solutions were washed with water, dried and evaporated in vacuo. Chromatography of the residue on silica gel with ether/methanol gave 2.85 g of 5-[3-[bis-[(S)-β-hydroxyphenethyl]amino]propyl]-2-thiophenecarboxamide; [α]...